From a dataset of the Open Reaction Database (ORD), a public repository of structured organic reaction records. describe an organic reaction: reactants, conditions, products, and yield Reactants: ClC1=CC(=C(CN2N=CC3=CC(=CC=C23)C=C2C(N=C(S2)SCCC)=O)C=C1)C(F)(F)F (5-[1-(4-Chloro-2-trifluoromethyl-benzyl)-1H-indazol-5-ylmethylene]-2-propylsulfanyl-thiazol-4-one), N1(N=CN=C1)C1CCNCC1 (4-[1,2,4]Triazol-1-yl-piperidine). Yields the product ClC1=CC(=C(CN2N=CC3=CC(=CC=C23)C=C2C(N=C(S2)N2CCC(CC2)N2N=CN=C2)=O)C=C1)C(F)(F)F (5-[1-(4-Chloro-2-trifluoromethyl-benzyl)-1H-indazol-5-ylmethylene]-2-(4-[1,2,4]triazol-1-yl-piperidin-1-yl)-thiazol-4-one). RXN SMILES: [Cl:1][C:2]1[CH:28]=[CH:27][C:5]([CH2:6][N:7]2[C:15]3[C:10](=[CH:11][C:12]([CH:16]=[C:17]4[S:21][C:20](SCCC)=[N:19][C:18]4=[O:26])=[CH:13][CH:14]=3)[CH:9]=[N:8]2)=[C:4]([C:29]([F:32])([F:31])[F:30])[CH:3]=1.[N:33]1([CH:38]2[CH2:43][CH2:42][NH:41][CH2:40][CH2:39]2)[CH:37]=[N:36][CH:35]=[N:34]1>>[Cl:1][C:2]1[CH:28]=[CH:27][C:5]([CH2:6][N:7]2[C:15]3[C:10](=[CH:11][C:12]([CH:16]=[C:17]4[S:21][C:20]([N:41]5[CH2:40][CH2:39][CH:38]([N:33]6[CH:37]=[N:36][CH:35]=[N:34]6)[CH2:43][CH2:42]5)=[N:19][C:18]4=[O:26])=[CH:13][CH:14]=3)[CH:9]=[N:8]2)=[C:4]([C:29]([F:30])([F:31])[F:32])[CH:3]=1. Procedure details: 5-[1-(4-Chloro-2-trifluoromethyl-benzyl)-1H-indazol-5-ylmethylene]-2-(4-[1,2,4]triazol-1-yl-piperidin-1-yl)-thiazol-4-one was prepared from 5-[1-(4-Chloro-2-trifluoromethyl-benzyl)-1H-indazol-5-ylmethylene]-2-propylsulfanyl-thiazol-4-one and 4-[1,2,4]Triazol-1-yl-piperidine following General Procedure B. Reactants: C(C)(C)(C)C1=NN(C(=C1)NC(=O)NCC1=C(C=CC(=C1)F)OC=1C=C2C=NN(C2=CC1)CCO)C1=CC=C(C=C1)C (1-(3-tert-butyl-1-p-tolyl-1H-pyrazol-5-yl)-3-(5-fluoro-2-(1-(2-hydroxyethyl)-1H-indazol-5-yloxy)benzyl)urea), Cl (HCl), O1CCOCC1 (1,4-dioxane). The product is Cl.C(C)(C)(C)C1=NN(C(=C1)NC(=O)NCC1=C(C=CC(=C1)F)OC=1C=C2C=NN(C2=CC1)CCO)C1=CC=C(C=C1)C (1-(3-tert-butyl-1-p-tolyl-1H-pyrazol-5-yl)-3-(5-fluoro-2-(1-(2-hydroxyethyl)-1H-indazol-5-yloxy)benzyl)urea hydrochloride). Reaction SMILES: [C:1]([C:5]1[CH:9]=[C:8]([NH:10][C:11]([NH:13][CH2:14][C:15]2[CH:20]=[C:19]([F:21])[CH:18]=[CH:17][C:16]=2[O:22][C:23]2[CH:24]=[C:25]3[C:29](=[CH:30][CH:31]=2)[N:28]([CH2:32][CH2:33][OH:34])[N:27]=[CH:26]3)=[O:12])[N:7]([C:35]2[CH:40]=[CH:39][C:38]([CH3:41])=[CH:37][CH:36]=2)[N:6]=1)([CH3:4])([CH3:3])[CH3:2].[ClH:42].O1CCOCC1>>[ClH:42].[C:1]([C:5]1[CH:9]=[C:8]([NH:10][C:11]([NH:13][CH2:14][C:15]2[CH:20]=[C:19]([F:21])[CH:18]=[CH:17][C:16]=2[O:22][C:23]2[CH:24]=[C:25]3[C:29](=[CH:30][CH:31]=2)[N:28]([CH2:32][CH2:33][OH:34])[N:27]=[CH:26]3)=[O:12])[N:7]([C:35]2[CH:40]=[CH:39][C:38]([CH3:41])=[CH:37][CH:36]=2)[N:6]=1)([CH3:4])([CH3:3])[CH3:2] |f:3.4|. Procedure: Amorphous 1-(3-tert-butyl-1-p-tolyl-1H-pyrazol-5-yl)-3-(5-fluoro-2-(1-(2-hydroxyethyl)-1H-indazol-5-yloxy)benzyl)urea (200 mg, 0.359 mmol, 1.0 equivalent) was added to a round bottom flask that had been flame dried under a nitrogen atmosphere. THF (3.0 mL) was added and the mixture was stirred at ambient temperature until the solids were dissolved. HCl in 1,4-dioxane (4M, 135 μL, 0.54 mmol, 1.5 equivalents) was added dropwise with rapid stirring, and the mixture was stirred overnight at ambient ...